From a dataset of the Open Reaction Database (ORD), a public repository of structured organic reaction records. describe an organic reaction: reactants, conditions, products, and yield Starting materials: CC1(C)C2CCC1(CS(=O)(=O)O)C(=O)C2, CC(C)O, CNC(=O)c1cccc(F)c1Nc1nc(Cl)ncc1Cl, Nc1ccc2c(c1)OCCCN2CCN1CCCC1. Yields the product CNC(=O)c1cccc(F)c1Nc1nc(Nc2ccc3c(c2)OCCCN3CCN2CCCC2)ncc1Cl. As a reaction SMILES: [C:1]12([CH2:2][S:3]([OH:4])(=[O:5])=[O:6])[C:7]([CH3:8])([CH3:9])[CH:10]([CH2:11][CH2:12]1)[CH2:13][C:14]2=[O:15].[CH:55]([OH:56])([CH3:57])[CH3:58].[Cl:16][c:17]1[n:18][cH:19][c:20]([Cl:35])[c:21]([NH:23][c:24]2[c:25]([C:26](=[O:27])[NH:28][CH3:29])[cH:30][cH:31][cH:32][c:33]2[F:34])[n:22]1.[N:36]1([CH2:41][CH2:42][N:43]2[CH2:44][CH2:45][CH2:46][O:47][c:48]3[c:49]2[cH:50][cH:51][c:52]([NH2:54])[cH:53]3)[CH2:37][CH2:38][CH2:39][CH2:40]1>>[c:17]1([NH:54][c:52]2[cH:51][cH:50][c:49]3[c:48]([cH:53]2)[O:47][CH2:46][CH2:45][CH2:44][N:43]3[CH2:42][CH2:41][N:36]2[CH2:37][CH2:38][CH2:39][CH2:40]2)[n:18][cH:19][c:20]([Cl:35])[c:21]([NH:23][c:24]2[c:25]([C:26](=[O:27])[NH:28][CH3:29])[cH:30][cH:31][cH:32][c:33]2[F:34])[n:22]1. Reactants: O=C(Cl)c1ccccc1, Cl, FC(F)(F)c1cc(COC2CCNCC2c2ccccc2)cc(C(F)(F)F)c1. Product: O=C(c1ccccc1)N1CCC(OCc2cc(C(F)(F)F)cc(C(F)(F)F)c2)C(c2ccccc2)C1. As a reaction SMILES: [C:30]([c:31]1[cH:32][cH:33][cH:34][cH:35][cH:36]1)(=[O:37])[Cl:38].[ClH:1].[F:2][C:3]([c:4]1[cH:5][c:6]([CH2:7][O:8][CH:9]2[CH:10]([c:15]3[cH:16][cH:17][cH:18][cH:19][cH:20]3)[CH2:11][NH:12][CH2:13][CH2:14]2)[cH:21][c:22]([C:24]([F:25])([F:26])[F:27])[cH:23]1)([F:28])[F:29]>>[F:2][C:3]([c:4]1[cH:5][c:6]([CH2:7][O:8][CH:9]2[CH:10]([c:15]3[cH:16][cH:17][cH:18][cH:19][cH:20]3)[CH2:11][N:12]([C:30]([c:31]3[cH:32][cH:33][cH:34][cH:35][cH:36]3)=[O:37])[CH2:13][CH2:14]2)[cH:21][c:22]([C:24]([F:25])([F:26])[F:27])[cH:23]1)([F:28])[F:29]. The reactants are CO, [Na+], [OH-], COC(=O)COc1cccc(C=CC(=O)c2c(O)cc(C)[nH]c2=O)c1. The product is Cc1cc(O)c(C(=O)C=Cc2cccc(OCC(=O)O)c2)c(=O)[nH]1. RXN SMILES: [CH3:28][OH:29].[Na+:27].[OH-:26].[OH:1][c:2]1[c:3]([C:10]([CH:11]=[CH:12][c:13]2[cH:14][c:15]([O:19][CH2:20][C:21](=[O:22])[O:23][CH3:24])[cH:16][cH:17][cH:18]2)=[O:25])[c:4](=[O:9])[nH:5][c:6]([CH3:8])[cH:7]1>>[OH:1][c:2]1[c:3]([C:10]([CH:11]=[CH:12][c:13]2[cH:14][c:15]([O:19][CH2:20][C:21](=[O:22])[OH:23])[cH:16][cH:17][cH:18]2)=[O:25])[c:4](=[O:9])[nH:5][c:6]([CH3:8])[cH:7]1. Procedure details: ml aqueous solution of 317 mg (1.5 mmol) strontium nitrate was added dropwise to 7.5 ml aqueous solution of 1 g (2.85 mmol) sodium (o-ethyl 3,5-di-tert-butyl-4-hydroxybenzylphosphonate) (phosphorus compound C described above) at room temperature under stirring. After the mixture was stirred for 1 hour, the precipitates were separated by filtration, washed with water and dried to give strontium bis(o-ethyl 3,5-di-tert-butyl-4-hydroxybenzylphosphonate), 513 mg (48 %). Starting materials: [N+](=O)([O-])[O-].[Sr+2].[N+](=O)([O-])[O-] (strontium nitrate), aqueous solution, C(C)C1=C(CP([O-])([O-])=O)C=C(C(=C1C(C)(C)C)O)C(C)(C)C.[Na+].[Na+] (sodium (o-ethyl 3,5-di-tert-butyl-4-hydroxybenzylphosphonate)). As a reaction SMILES: [N+]([O-])([O-])=O.[Sr+2:5].[N+]([O-])([O-])=O.[CH2:10]([C:12]1[C:22]([C:23]([CH3:26])([CH3:25])[CH3:24])=[C:21]([OH:27])[C:20]([C:28]([CH3:31])([CH3:30])[CH3:29])=[CH:19][C:13]=1[CH2:14][P:15](=[O:18])([O-:17])[O-:16])[CH3:11].[Na+].[Na+]>>[CH2:10]([C:12]1[C:22]([C:23]([CH3:25])([CH3:24])[CH3:26])=[C:21]([OH:27])[C:20]([C:28]([CH3:29])([CH3:31])[CH3:30])=[CH:19][C:13]=1[CH2:14][P:15](=[O:16])([O-:18])[O-:17])[CH3:11].[CH2:10]([C:12]1[C:22]([C:23]([CH3:25])([CH3:24])[CH3:26])=[C:21]([OH:27])[C:20]([C:28]([CH3:29])([CH3:31])[CH3:30])=[CH:19][C:13]=1[CH2:14][P:15](=[O:16])([O-:18])[O-:17])[CH3:11].[Sr+2:5].[Sr+2:5] |f:0.1.2,3.4.5,6.7.8.9|. Product: C(C)C1=C(CP([O-])([O-])=O)C=C(C(=C1C(C)(C)C)O)C(C)(C)C.C(C)C1=C(CP([O-])([O-])=O)C=C(C(=C1C(C)(C)C)O)C(C)(C)C.[Sr+2].[Sr+2] (strontium bis(o-ethyl 3,5-di-tert-butyl-4-hydroxybenzylphosphonate)).